This data is from the Open Reaction Database (ORD), a public repository of structured organic reaction records. The task is: describe an organic reaction: reactants, conditions, products, and yield Starting materials: ClC=1C=C(C(=O)Cl)C=CC1 (3-Chlorobenzoyl chloride), CNC=1C=NC=CC1C1=C(C=CC=C1)C (methyl-(4-o-tolyl-pyridin-3-yl)-amine), CCN(C(C)C)C(C)C (DIPEA). Solvent: C(Cl)Cl (CH2Cl2). Reaction conditions: time 8 hour. Product: CN(C(C1=CC(=CC=C1)Cl)=O)C=1C=NC=CC1C1=C(C=CC=C1)C (N-Methyl-N-(4-o-tolyl-pyridin-3-yl)-3-chloro-benzamide), solid. The yield is 36.0%. As a reaction SMILES: [Cl:1][C:2]1[CH:3]=[C:4]([CH:8]=[CH:9][CH:10]=1)[C:5](Cl)=[O:6].[CH3:11][NH:12][C:13]1[CH:14]=[N:15][CH:16]=[CH:17][C:18]=1[C:19]1[CH:24]=[CH:23][CH:22]=[CH:21][C:20]=1[CH3:25].CCN(C(C)C)C(C)C>C(Cl)Cl>[CH3:11][N:12]([C:13]1[CH:14]=[N:15][CH:16]=[CH:17][C:18]=1[C:19]1[CH:24]=[CH:23][CH:22]=[CH:21][C:20]=1[CH3:25])[C:5](=[O:6])[C:4]1[CH:8]=[CH:9][CH:10]=[C:2]([Cl:1])[CH:3]=1. Reported procedure: 3-Chlorobenzoyl chloride (30 mg, 0.17 mmol, CAS RN 618-46-2) was added to a solution of methyl-(4-o-tolyl-pyridin-3-yl)-amine (20 mg, 0.10 mmol, example 1, intermediate a) and DIPEA (30 μL, 0.17 mmol) in CH2Cl2 (1 mL). The reaction mixture was stirred overnight and then loaded directly onto a silica gel column and eluted with 50% EtOAc in n-hexane to yield the title product as a waxy solid (12 mg, 36%). MS (ESI): m/z=337.0 [M+H]+. RXN SMILES: [Cl:33][C:34](=[O:35])[O:36][CH2:37][CH2:38][O:39][CH3:40].[F:1][c:2]1[cH:3][c:4]([N:21]2[C:22](=[O:32])[O:23][CH:24]([CH2:26][n:27]3[n:28][n:29][cH:30][cH:31]3)[CH2:25]2)[cH:5][cH:6][c:7]1-[c:8]1[cH:9][n:10][c:11]([C:14]2=[N:15][O:16][CH:17]([CH2:19][OH:20])[CH2:18]2)[cH:12][cH:13]1.[O:41]=[CH:42][N:43]([CH3:44])[CH3:45].[OH2:52].[cH:46]1[cH:47][cH:48][n:49][cH:50][cH:51]1>>[F:1][c:2]1[cH:3][c:4]([N:21]2[C:22](=[O:32])[O:23][CH:24]([CH2:26][n:27]3[n:28][n:29][cH:30][cH:31]3)[CH2:25]2)[cH:5][cH:6][c:7]1-[c:8]1[cH:9][n:10][c:11]([C:14]2=[N:15][O:16][CH:17]([CH2:19][O:20][C:34](=[O:35])[O:36][CH2:37][CH2:38][O:39][CH3:40])[CH2:18]2)[cH:12][cH:13]1. The product is COCCOC(=O)OCC1CC(c2ccc(-c3ccc(N4CC(Cn5ccnn5)OC4=O)cc3F)cn2)=NO1. The reactants are COCCOC(=O)Cl, O=C1OC(Cn2ccnn2)CN1c1ccc(-c2ccc(C3=NOC(CO)C3)nc2)c(F)c1, CN(C)C=O, O, c1ccncc1. The reactants are CCCC[N+](CCCC)(CCCC)CCCC, CC[Si](CC)(CC)c1[nH]c2ccc(F)cc2c1CCCC1(O)CCC(c2ccccc2)(N(C)C)CC1, [F-], C1CCOC1, O, O, O. Product: CN(C)C1(c2ccccc2)CCC(O)(CCCc2c[nH]c3ccc(F)cc23)CC1. RXN SMILES: [CH2:41]([N+:42]([CH2:43][CH2:44][CH2:45][CH3:46])([CH2:47][CH2:48][CH2:49][CH3:50])[CH2:51][CH2:52][CH2:53][CH3:54])[CH2:55][CH2:56][CH3:57].[CH3:1][N:2]([C:3]1([c:30]2[cH:31][cH:32][cH:33][cH:34][cH:35]2)[CH2:4][CH2:5][C:6]([OH:9])([CH2:10][CH2:11][CH2:12][c:13]2[c:14]([Si:23]([CH2:24][CH3:25])([CH2:26][CH3:27])[CH2:28][CH3:29])[nH:15][c:16]3[cH:17][cH:18][c:19]([F:22])[cH:20][c:21]23)[CH2:7][CH2:8]1)[CH3:36].[F-:40].[O:58]1[CH2:59][CH2:60][CH2:61][CH2:62]1.[OH2:37].[OH2:38].[OH2:39]>>[CH3:1][N:2]([C:3]1([c:30]2[cH:31][cH:32][cH:33][cH:34][cH:35]2)[CH2:4][CH2:5][C:6]([OH:9])([CH2:10][CH2:11][CH2:12][c:13]2[cH:14][nH:15][c:16]3[cH:17][cH:18][c:19]([F:22])[cH:20][c:21]23)[CH2:7][CH2:8]1)[CH3:36]. Starting materials: hydrochloride salt, N (NH3), ON=C(C1=CN=CC=C1)Cl (N-Hydroxynicotinimidoyl chloride), C(#C)C1=CC=C(C=C1)F (1-ethynyl-4-fluorobenzene). The product is FC1=CC=C(C=C1)C1=CC(=NO1)C=1C=NC=CC1 (5-(4-Fluorophenyl)-3-(pyridin-3-yl)isoxazole). As a reaction SMILES: [OH:1][N:2]=[C:3](Cl)[C:4]1[CH:9]=[CH:8][CH:7]=[N:6][CH:5]=1.[C:11]([C:13]1[CH:18]=[CH:17][C:16]([F:19])=[CH:15][CH:14]=1)#[CH:12].N>>[F:19][C:16]1[CH:17]=[CH:18][C:13]([C:11]2[O:1][N:2]=[C:3]([C:4]3[CH:5]=[N:6][CH:7]=[CH:8][CH:9]=3)[CH:12]=2)=[CH:14][CH:15]=1. Procedure details: The titled compound was prepared as the hydrochloride salt according to Method CB using the product of Example 1A (78 mg, 0.5 mmol) and 1-ethynyl-4-fluorobenzene (Aldrich, 60 mg, 0.5 mmol). 1H NMR (300 MHz, DMSO-d6) δ 7.40-7.52 (m, 2H), 7.70-7.81 (m, 2H), 7.92-8.08 (m, 2H), 8.44 (dt, J=8.0, 1.9 Hz, 1H), 8.80 (d, J=4.4 Hz, 1H), 9.18 (s, 1H) ppm; MS (DCI/NH3) m/z 241 (M+H)+. The reactants are COc1ccc(N2CCC=CC2=O)cc1, O=C(CNC(=O)c1cccc(C(F)(F)F)c1)NC1CCNC1, O. Product: COc1ccc(N2CCC(N3CCC(NC(=O)CNC(=O)c4cccc(C(F)(F)F)c4)C3)CC2=O)cc1. Reaction SMILES: [CH3:2][O:3][c:4]1[cH:5][cH:6][c:7]([N:10]2[C:11](=[O:16])[CH:12]=[CH:13][CH2:14][CH2:15]2)[cH:8][cH:9]1.[O:17]=[C:18]([CH2:19][NH:20][C:21]([c:22]1[cH:23][c:24]([C:28]([F:29])([F:30])[F:31])[cH:25][cH:26][cH:27]1)=[O:32])[NH:33][CH:34]1[CH2:35][NH:36][CH2:37][CH2:38]1.[OH2:1]>>[CH3:2][O:3][c:4]1[cH:5][cH:6][c:7]([N:10]2[C:11](=[O:16])[CH2:12][CH:13]([N:36]3[CH2:35][CH:34]([NH:33][C:18](=[O:17])[CH2:19][NH:20][C:21]([c:22]4[cH:23][c:24]([C:28]([F:29])([F:30])[F:31])[cH:25][cH:26][cH:27]4)=[O:32])[CH2:38][CH2:37]3)[CH2:14][CH2:15]2)[cH:8][cH:9]1. Reactants: FC(C=1C=C(CN(C(=O)C2=NC(=NC=C2C2=C(C=CC=C2)Cl)S(=O)(=O)C)C)C=C(C1)C(F)(F)F)(F)F (5-(2-chloro-phenyl)-2-methylsulfonyl-pyrimidine-4-carboxylic acid (3,5-bis-trifluoromethyl-benzyl)-methyl-amide), O1CCOCC1 (dioxan). Run at time 16 hour. Product: FC(C=1C=C(CN(C(=O)C2=NC(=NC=C2C2=C(C=CC=C2)Cl)N2CCN(CC2)C)C)C=C(C1)C(F)(F)F)(F)F (5-(2-chloro-phenyl)-2-(4-methyl-piperazin-1-yl)-pyrimidine-4-carboxylic acid (3,5-bis-trifluoromethyl-benzyl)-methyl-amide). The yield is 179.7%. As a reaction SMILES: [F:1][C:2]([F:36])([F:35])[C:3]1[CH:4]=[C:5]([CH:28]=[C:29]([C:31]([F:34])([F:33])[F:32])[CH:30]=1)[CH2:6][N:7]([CH3:27])[C:8]([C:10]1[C:15]([C:16]2[CH:21]=[CH:20][CH:19]=[CH:18][C:17]=2[Cl:22])=[CH:14][N:13]=[C:12](S(C)(=O)=O)[N:11]=1)=[O:9].O1[CH2:42][CH2:41]OCC1>>[F:1][C:2]([F:36])([F:35])[C:3]1[CH:4]=[C:5]([CH:28]=[C:29]([C:31]([F:34])([F:33])[F:32])[CH:30]=1)[CH2:6][N:7]([CH3:27])[C:8]([C:10]1[C:15]([C:16]2[CH:21]=[CH:20][CH:19]=[CH:18][C:17]=2[Cl:22])=[CH:14][N:13]=[C:12]([N:11]2[CH2:42][CH2:41][N:7]([CH3:6])[CH2:8][CH2:10]2)[N:11]=1)=[O:9]. Reported procedure: To a solution of 0.40 g (0.72 mmol) 5-(2-chloro-phenyl)-2-methylsulfonyl-pyrimidine-4-carboxylic acid (3,5-bis-trifluoromethyl-benzyl)-methyl-amide in 10 ml dioxan 0.20 ml (1.81 mmol) 1-methyl-piperazine was added. The reaction mixture was stirred for 16 hrs. After evaporation of the solvent, the residue was distributed between 50 ml CH2Cl2 and 50 ml H2O. The aqueous layer was extracted with 50 ml CH2Cl2, the combined organic layers dried (MgSO4), filtered and evaporated. The residue was purifie... As a reaction SMILES: Br[CH2:2][CH2:3][O:4][C:5]1[CH:29]=[CH:28][C:8]([CH2:9][N:10]2[CH:14]=[C:13]([CH2:15][CH2:16][C:17]([O:19]CC)=[O:18])[C:12]([C:22]3[CH:27]=[CH:26][CH:25]=[CH:24][CH:23]=3)=[N:11]2)=[CH:7][CH:6]=1.[C:30]1(=[O:40])[C:39]2[C:34](=[CH:35][CH:36]=[CH:37][CH:38]=2)[CH:33]=[N:32][NH:31]1.C(=O)([O-])[O-].[K+].[K+].CN(C)C=O>O>[O:40]=[C:30]1[C:39]2[C:34](=[CH:35][CH:36]=[CH:37][CH:38]=2)[CH:33]=[N:32][N:31]1[CH2:2][CH2:3][O:4][C:5]1[CH:6]=[CH:7][C:8]([CH2:9][N:10]2[CH:14]=[C:13]([CH2:15][CH2:16][C:17]([OH:19])=[O:18])[C:12]([C:22]3[CH:27]=[CH:26][CH:25]=[CH:24][CH:23]=3)=[N:11]2)=[CH:28][CH:29]=1 |f:2.3.4|. Reaction conditions: temperature 90 celsius, time 5 hour. The solvent is O (water). Yield: 128.6%. Starting materials: BrCCOC1=CC=C(CN2N=C(C(=C2)CCC(=O)OCC)C2=CC=CC=C2)C=C1 (ethyl 3-[1-[4-(2-bromoethoxy)benzyl]-3-phenyl-1H-pyrazol-4-yl]propionate), C1(NN=CC2=CC=CC=C12)=O (1(2H)-phthalazinone), C([O-])([O-])=O.[K+].[K+] (potassium carbonate), CN(C=O)C (N,N-dimethylformamide). Yields the product O=C1N(N=CC2=CC=CC=C12)CCOC1=CC=C(CN2N=C(C(=C2)CCC(=O)O)C2=CC=CC=C2)C=C1 (3-[1-[4-[2-[1-oxophthalazin-2(1H)-yl]ethoxy]benzyl]-3-phenyl-1H-pyrazol-4-yl]propionic acid). Reported procedure: A mixture of ethyl 3-[1-[4-(2-bromoethoxy)benzyl]-3-phenyl-1H-pyrazol-4-yl]propionate (1050 mg), 1(2H)-phthalazinone (530 mg), potassium carbonate (1000 mg) and N,N-dimethylformamide (15 ml) was stirred at 90° C. for 5 hours. The reaction mixture was poured into water, and extracted with ethyl acetate. The ethyl acetate layer was washed successively with dilute hydrochloric acid and saturated aqueous sodium chloride solution, dried (MgSO4) and concentrated. The residue was subjected to silica ge...